This data is from the Open Reaction Database (ORD), a public repository of structured organic reaction records. The task is: describe an organic reaction: reactants, conditions, products, and yield The reactants are NC1=NNC=C1 (aminopyrazole), C(CC(C)C)ON=O (isoamylnitrite), diazonium salt, diazonium salt, N(=O)[O-].[Na+] (sodium nitrite), phosphorus ylide, 4-C. Reported procedure: The method of Ege and Gilbert, J. Het. Chem. 1981, 18, 675-677, is used to prepare the desired ring system (Scheme 4). Thus, aminopyrazole 4-A is converted to diazonium salt 4-B, using sodium nitrite/acid or such reagents as isoamylnitrite. The diazonium salt is condensed with a phosphorus ylide compound 4-C to give the pyrazolo[5,1-c] [1,2,4]triazine product. As a reaction SMILES: [NH2:1][C:2]1[CH:6]=[CH:5][NH:4][N:3]=1.[N:7]([O-])=O.[Na+].C(ON=O)C[CH:13]([CH3:15])C>>[N:1]1[C:2]2=[CH:6][CH:5]=[N:4][N:3]2[CH:15]=[CH:13][N:7]=1 |f:1.2|. Yields the product N1=NC=CN2C1=CC=N2 (pyrazolo[5,1-c] [1,2,4]triazine).